From a dataset of the Open Reaction Database (ORD), a public repository of structured organic reaction records. describe an organic reaction: reactants, conditions, products, and yield Reactants: O=C1CCC(=O)N1Br, ClC(Cl)Cl, C=CCCC(C)(O)C(C)(C)Oc1ccc(Cl)c(C)c1. Yields the product Cc1cc(OC(C)(C)C2(C)CCC(CBr)O2)ccc1Cl. Reaction SMILES: [Br:1][N:2]1[C:3](=[O:4])[CH2:5][CH2:6][C:7]1=[O:8].[CH:28]([Cl:29])([Cl:30])[Cl:31].[Cl:9][c:10]1[c:11]([CH3:27])[cH:12][c:13]([O:14][C:15]([C:16]([CH2:17][CH2:18][CH:19]=[CH2:20])([CH3:21])[OH:22])([CH3:23])[CH3:24])[cH:25][cH:26]1>>[Br:1][CH2:20][CH:19]1[CH2:18][CH2:17][C:16]([C:15]([O:14][c:13]2[cH:12][c:11]([CH3:27])[c:10]([Cl:9])[cH:26][cH:25]2)([CH3:23])[CH3:24])([CH3:21])[O:22]1. The reactants are O=C([O-])[O-], C1COCCO1, CC(C)[Si](Sc1cccc(C2(C(N)=O)CCOCC2)c1)(C(C)C)C(C)C, [Cs+], [Cs+], Cn1nccc1Oc1ccc(I)cc1C#N, O, [Pd], c1ccc(P(c2ccccc2)c2ccccc2)cc1, c1ccc(P(c2ccccc2)c2ccccc2)cc1, c1ccc(P(c2ccccc2)c2ccccc2)cc1, c1ccc(P(c2ccccc2)c2ccccc2)cc1. Product: Cn1nccc1Oc1ccc(Sc2cccc(C3(C(N)=O)CCOCC3)c2)cc1C#N. RXN SMILES: [C:49](=[O:50])([O-:51])[O-:52].[CH2:43]1[O:44][CH2:45][CH2:46][O:47][CH2:48]1.[CH:1]([Si:2]([CH:3]([CH3:4])[CH3:21])([S:5][c:6]1[cH:7][c:8]([C:12]2([C:18](=[O:19])[NH2:20])[CH2:13][CH2:14][O:15][CH2:16][CH2:17]2)[cH:9][cH:10][cH:11]1)[CH:22]([CH3:23])[CH3:24])([CH3:25])[CH3:26].[Cs+:53].[Cs+:54].[I:27][c:28]1[cH:29][cH:30][c:31]([O:36][c:37]2[cH:38][cH:39][n:40][n:41]2[CH3:42])[c:32]([C:33]#[N:34])[cH:35]1.[OH2:55].[Pd:132].[c:113]1([P:114]([c:115]2[cH:116][cH:117][cH:118][cH:119][cH:120]2)[c:121]2[cH:122][cH:123][cH:124][cH:125][cH:126]2)[cH:127][cH:128][cH:129][cH:130][cH:131]1.[c:56]1([P:57]([c:58]2[cH:59][cH:60][cH:61][cH:62][cH:63]2)[c:64]2[cH:65][cH:66][cH:67][cH:68][cH:69]2)[cH:70][cH:71][cH:72][cH:73][cH:74]1.[c:75]1([P:76]([c:77]2[cH:78][cH:79][cH:80][cH:81][cH:82]2)[c:83]2[cH:84][cH:85][cH:86][cH:87][cH:88]2)[cH:89][cH:90][cH:91][cH:92][cH:93]1.[c:94]1([P:95]([c:96]2[cH:97][cH:98][cH:99][cH:100][cH:101]2)[c:102]2[cH:103][cH:104][cH:105][cH:106][cH:107]2)[cH:108][cH:109][cH:110][cH:111][cH:112]1>>[S:5]([c:6]1[cH:7][c:8]([C:12]2([C:18](=[O:19])[NH2:20])[CH2:13][CH2:14][O:15][CH2:16][CH2:17]2)[cH:9][cH:10][cH:11]1)[c:28]1[cH:29][cH:30][c:31]([O:36][c:37]2[cH:38][cH:39][n:40][n:41]2[CH3:42])[c:32]([C:33]#[N:34])[cH:35]1.